From a dataset of the Open Reaction Database (ORD), a public repository of structured organic reaction records. describe an organic reaction: reactants, conditions, products, and yield Reactants: [H-].[Na+] (sodium hydride), N1C(CCC1)=O (2-pyrrolidone), C(C1=CC=CC=C1)Br (benzyl bromide). The solvent is C(C)(=O)OCC (ethyl acetate), CS(=O)C (dimethylsulphoxide). Reaction conditions: time 5 hour. Product: C(C1=CC=CC=C1)N1C(CCC1)=O (N-Benzyl-2-pyrrolidone). RXN SMILES: [H-].[Na+].[NH:3]1[CH2:7][CH2:6][CH2:5][C:4]1=[O:8].[CH2:9](Br)[C:10]1[CH:15]=[CH:14][CH:13]=[CH:12][CH:11]=1>CS(C)=O.C(OCC)(=O)C>[CH2:9]([N:3]1[CH2:7][CH2:6][CH2:5][C:4]1=[O:8])[C:10]1[CH:15]=[CH:14][CH:13]=[CH:12][CH:11]=1 |f:0.1|. Reported procedure: 14.4 g (0.33 mol) of 50% sodium hydride dispersion in oil are added in batches to 25.5 g (0.3 mol) of 2-pyrrolidone in 300 ml of absolute dimethylsulphoxide. The mixture is then stirred for 5 hours at 40° to 50° C. and at 25°-30° C. 56.4 g=39.2 ml (0.33 mol) of benzyl bromide are added dropwize. After stirring for 10 hours at ambient temperature the reaction mixture is dissolved in 500 ml of ethyl acetate and extracted several times with water. The organic phase is separated off, dried over magn...